From a dataset of the Open Reaction Database (ORD), a public repository of structured organic reaction records. describe an organic reaction: reactants, conditions, products, and yield Reactants: ON=C(N)C1=NON=C1NCCNS(=O)(=O)C (N′-hydroxy-4-({2-[(methylsulfonyl)amino]ethyl}amino)-1,2,5-oxadiazole-3-carboximidamide), NC=1C=CC(=C(C#N)C1)F (5-amino-2-fluorobenzonitrile), NC=1C=CC(=C(C#N)C1)F (5-amino-2-fluorobenzonitrile). The product is C(#N)C=1C=C(C=CC1F)NC(=NO)C1=NON=C1NCCNS(=O)(=O)C (N-(3-Cyano-4-fluorophenyl)-N′-hydroxy-4-({2-[(methylsulfonyl)amino]ethyl}amino)-1,2,5-oxadiazole-3-carboximidamide). As a reaction SMILES: [OH:1][N:2]=[C:3]([C:5]1[C:9]([NH:10][CH2:11][CH2:12][NH:13][S:14]([CH3:17])(=[O:16])=[O:15])=[N:8][O:7][N:6]=1)[NH2:4].N[C:19]1[CH:20]=[CH:21][C:22]([F:27])=[C:23]([CH:26]=1)[C:24]#[N:25]>>[C:24]([C:23]1[CH:26]=[C:19]([NH:4][C:3]([C:5]2[C:9]([NH:10][CH2:11][CH2:12][NH:13][S:14]([CH3:17])(=[O:16])=[O:15])=[N:8][O:7][N:6]=2)=[N:2][OH:1])[CH:20]=[CH:21][C:22]=1[F:27])#[N:25]. Procedure details: The title compound was prepared according to the procedure of Example 17, step E, using N′-hydroxy-4-({2-[(methylsulfonyl)amino]ethyl}amino)-1,2,5-oxadiazole-3-carboximidamide and 3-cyano-4-fluoroaniline [Aldrich, product #639877] as the starting materials. LCMS for C13H14FN7NaO4S (M+Na)+: m/z=406.0. 1H NMR (400 MHz, DMSO-d6): δ 11.65 (s, 1H), 9.08 (s, 1H), 7.35 (m, 1H), 7.18 (m, 3H), 6.56 (m, 1H), 6.23 (m, 1H), 6.24 (s, 2H), 3.32 (m, 2H), 3.14 (m, 2H), 2.89 (s, 3H). The reactants are N1=CC=CC=C1 (pyridine), NC1=C2C(C(=CN(C2=C(C(=C1F)F)Cl)C1=NC(=C(C=C1F)F)N)C(=O)O)=O (5-amino-1-(6-amino-3,5-difluoropyridine-2-yl)-8-chloro-6,7-difluoro-4-oxo-1,4-dihydroquinoline-3-carboxylic acid), Cl.ONC1CNC1 (3-hydroxyaminoazetidine hydrochloride), CN1CCCC1 (N-methylpyrrolidine). Solvent: C(C)OCC (diethylether). Reaction conditions: temperature 100 celsius, time 3 minute. The product is NC1=C2C(C(=CN(C2=C(C(=C1F)N1CC(C1)NO)Cl)C1=NC(=C(C=C1F)F)N)C(=O)O)=O (5-amino-1-(6-amino-3,5-difluoropyridine-2-yl)-8-chloro-6-fluoro-7-(3-hydroxyaminoazetidine-1-yl)-4-oxo-1,4-dihydroquinoline-3-carboxylic acid). Yield: 45.6%. Reaction SMILES: N1C=CC=CC=1.[NH2:7][C:8]1[C:17]([F:18])=[C:16](F)[C:15]([Cl:20])=[C:14]2[C:9]=1[C:10](=[O:33])[C:11]([C:30]([OH:32])=[O:31])=[CH:12][N:13]2[C:21]1[C:26]([F:27])=[CH:25][C:24]([F:28])=[C:23]([NH2:29])[N:22]=1.Cl.[OH:35][NH:36][CH:37]1[CH2:40][NH:39][CH2:38]1.CN1CCCC1>C(OCC)C>[NH2:7][C:8]1[C:17]([F:18])=[C:16]([N:39]2[CH2:40][CH:37]([NH:36][OH:35])[CH2:38]2)[C:15]([Cl:20])=[C:14]2[C:9]=1[C:10](=[O:33])[C:11]([C:30]([OH:32])=[O:31])=[CH:12][N:13]2[C:21]1[C:26]([F:27])=[CH:25][C:24]([F:28])=[C:23]([NH2:29])[N:22]=1 |f:2.3|. Procedure details: To 300 mg of pyridine were added 120 mg of 5-amino-1-(6-amino-3,5-difluoropyridine-2-yl)-8-chloro-6,7-difluoro-4-oxo-1,4-dihydroquinoline-3-carboxylic acid, 80 mg of 3-hydroxyaminoazetidine hydrochloride, and 250 mg of N-methylpyrrolidine, and the mixture was stirred at 100° C. for 3 minutes. After adding 5 ml of diethylether, the mixture was allowed to stand for 1 hour and decanted. 2 ml of ethanol was added and the mixture was stirred. The precipitate was collected by filtration and washed wit... The reactants are [H-].[Na+] (sodium hydride), ice water, ClC1=CC=C2CC[C@H](C2=C1)O ((R)-6-chloroindan-1-ol), FC1=C(C#N)C(=CC=C1)F (2,6-difluorobenzonitrile). The solvent is CN(C=O)C (dimethylformamide), CN(C=O)C (dimethylformamide). Run at time 1 hour. Yields the product FC1=C(C#N)C=C(C=C1)O[C@@H]1CCC2=CC=C(C=C12)Cl (2-fluoro-5-((R)-6-chloroindan-1-yloxy)benzonitrile). The yield is 58.6%. RXN SMILES: [Cl:1][C:2]1[CH:10]=[C:9]2[C:5]([CH2:6][CH2:7][C@H:8]2[OH:11])=[CH:4][CH:3]=1.[H-].[Na+].[F:14][C:15]1[CH:22]=[CH:21][CH:20]=[C:19](F)[C:16]=1[C:17]#[N:18]>CN(C)C=O>[F:14][C:15]1[CH:22]=[CH:21][C:20]([O:11][C@H:8]2[C:9]3[C:5](=[CH:4][CH:3]=[C:2]([Cl:1])[CH:10]=3)[CH2:6][CH2:7]2)=[CH:19][C:16]=1[C:17]#[N:18] |f:1.2|. Procedure details: A solution of (R)-6-chloroindan-1-ol (0.45 g, 2.67 mmol) in dimethylformamide was added to a cooled (0° C.) slurry of sodium hydride (112 mg, 2.8 mmol) in dimethylformamide under nitrogen atmosphere. The reaction mixture was slowly warmed to room temperature, stirred for 1 hour. Again, cooled (0° C.), then a solution of 2,6-difluorobenzonitrile (0.41 g, 2.94 mmol) in dimethylfomamide was added, stirred overnight at room temperature. The reaction mixture was poured on crushed-ice water, stirred, ... The reactants are [BH4-], C1CCOC1, CCO, COC(=O)C(CCN(C)C)NC(=O)c1cc2c(cnn2CC(C)C)cc1Oc1ccc(F)cc1F, [Na+]. The product is CC(C)Cn1ncc2cc(Oc3ccc(F)cc3F)c(C(=O)NC(CO)CCN(C)C)cc21. RXN SMILES: [BH4-:36].[CH2:38]1[O:39][CH2:40][CH2:41][CH2:42]1.[CH3:43][CH2:44][OH:45].[F:1][c:2]1[c:3]([O:4][c:5]2[cH:6][c:7]3[cH:8][n:9][n:10]([CH2:27][CH:28]([CH3:29])[CH3:30])[c:11]3[cH:12][c:13]2[C:14](=[O:15])[NH:16][CH:17]([C:18](=[O:19])[O:20][CH3:21])[CH2:22][CH2:23][N:24]([CH3:25])[CH3:26])[cH:31][cH:32][c:33]([F:35])[cH:34]1.[Na+:37]>>[F:1][c:2]1[c:3]([O:4][c:5]2[cH:6][c:7]3[cH:8][n:9][n:10]([CH2:27][CH:28]([CH3:29])[CH3:30])[c:11]3[cH:12][c:13]2[C:14](=[O:15])[NH:16][CH:17]([CH2:18][OH:19])[CH2:22][CH2:23][N:24]([CH3:25])[CH3:26])[cH:31][cH:32][c:33]([F:35])[cH:34]1. Reactants: FC1=NC=C(C(=N1)C(F)(F)F)C(=O)O (2-fluoro-4-trifluoromethylpyrimidine-5-carboxylic acid), C(C(=O)Cl)(=O)Cl (oxalyl chloride). Reagents/catalysts: CN(C)C=O (DMF). The solvent is ClCl (Cl2). The product is FC1=NC=C(C(=N1)C(F)(F)F)C(=O)Cl (2-FLUORO-4-TRIFLUOROMETHYL-5-PYRIMIDINE CARBONYL CHLORIDE). Yield: 75.0%. Reaction SMILES: [F:1][C:2]1[N:7]=[C:6]([C:8]([F:11])([F:10])[F:9])[C:5]([C:12]([OH:14])=O)=[CH:4][N:3]=1.C(Cl)(=O)C([Cl:18])=O>CN(C=O)C.ClCl>[F:1][C:2]1[N:7]=[C:6]([C:8]([F:11])([F:10])[F:9])[C:5]([C:12]([Cl:18])=[O:14])=[CH:4][N:3]=1. Procedure: The title compound was prepared as described in Example 25, but employing a solution of 2-fluoro-4-trifluoromethylpyrimidine-5-carboxylic acid (1.5 g, 7.1 mmol) and oxalyl chloride (1.0 g, 8 mmol), DMF (2 drops) in CH2 Cl2 (30 mL) resulted in a 75% yield (1.2 g); 1H NMR (CDCl3) δ 9.42 (s, 1H).